Dataset: the Open Reaction Database (ORD), a public repository of structured organic reaction records. Task: describe an organic reaction: reactants, conditions, products, and yield Starting materials: O=C([O-])[O-], CO, [K+], [K+], Cc1c(C#C[Si](C)(C)C)cnc(N)c1C#N. Yields the product C#Cc1cnc(N)c(C#N)c1C. RXN SMILES: [C:17](=[O:18])([O-:19])[O-:20].[CH3:23][OH:24].[K+:21].[K+:22].[NH2:1][c:2]1[n:3][cH:4][c:5]([C:11]#[C:12][Si:13]([CH3:14])([CH3:15])[CH3:16])[c:6]([CH3:10])[c:7]1[C:8]#[N:9]>>[NH2:1][c:2]1[n:3][cH:4][c:5]([C:11]#[CH:12])[c:6]([CH3:10])[c:7]1[C:8]#[N:9].